From a dataset of the Open Reaction Database (ORD), a public repository of structured organic reaction records. describe an organic reaction: reactants, conditions, products, and yield Reactants: NC=1N=NC(=CN1)C1=CC(=C(C(=O)OC)C=C1)F (methyl 4-(3-amino-1,2,4-triazin-6-yl)-2-fluorobenzoate), N1=CC=CC2=CC(=CC=C12)SCC=O ((quinolin-6-ylthio)acetaldehyde), N1[C@@H](C(=O)O)CCC1 (D-proline), ClN1C(CCC1=O)=O (N-chlorosuccinimide). Solvent: C(Cl)(Cl)Cl (chloroform). Product: FC1=C(C(=O)OC)C=CC(=C1)C=1C=NC=2N(N1)C(=CN2)SC=2C=C1C=CC=NC1=CC2 (methyl 2-fluoro-4-[7-(quinolin-6-ylthio)imidazo[1,2-b][1,2,4]triazin-2-yl]benzoate). Reaction SMILES: [N:1]1[C:10]2[C:5](=[CH:6][C:7]([S:11][CH2:12][CH:13]=O)=[CH:8][CH:9]=2)[CH:4]=[CH:3][CH:2]=1.N1CCC[C@@H]1C(O)=O.ClN1C(=O)CCC1=O.[NH2:31][C:32]1[N:33]=[N:34][C:35]([C:38]2[CH:47]=[CH:46][C:41]([C:42]([O:44][CH3:45])=[O:43])=[C:40]([F:48])[CH:39]=2)=[CH:36][N:37]=1>C(Cl)(Cl)Cl>[F:48][C:40]1[CH:39]=[C:38]([C:35]2[CH:36]=[N:37][C:32]3[N:33]([C:12]([S:11][C:7]4[CH:6]=[C:5]5[C:10](=[CH:9][CH:8]=4)[N:1]=[CH:2][CH:3]=[CH:4]5)=[CH:13][N:31]=3)[N:34]=2)[CH:47]=[CH:46][C:41]=1[C:42]([O:44][CH3:45])=[O:43]. Reported procedure: To a cooled (0° C.) mixture of (quinolin-6-ylthio)acetaldehyde (40.6 mg, 0.2 mmol) and D-proline (4.6 mg, 0.04 mmol) in chloroform (1.0 mL) was added N-chlorosuccinimide (26.7 mg, 0.2 mmol) with stirring. The mixture was stirred at 0° C. for 30 min, then gradually warmed to ambient temperature for 2 h. To the mixture was added methyl 4-(3-amino-1,2,4-triazin-6-yl)-2-fluorobenzoate (24.8 mg, 0.1 mmol). The reaction mixture was stirred for 1 h. The solvent was removed under reduced pressure. The r... The reactants are O=C(Nc1cc(Cl)cc(Cl)c1)NC1(Cc2ccc(Br)cc2)CCCCC1=O, [K+], [K+], O=C([O-])[O-], Cc1ccccc1C. Product: O=C1NC2(Cc3ccc(Br)cc3)CCCC=C2N1c1cc(Cl)cc(Cl)c1. RXN SMILES: [Br:1][c:2]1[cH:3][cH:4][c:5]([CH2:6][C:7]2([NH:14][C:15](=[O:16])[NH:17][c:18]3[cH:19][c:20]([Cl:25])[cH:21][c:22]([Cl:24])[cH:23]3)[C:8](=[O:13])[CH2:9][CH2:10][CH2:11][CH2:12]2)[cH:26][cH:27]1.[K+:28].[K+:29].[O-:30][C:31]([O-:32])=[O:33].[c:34]1([CH3:35])[c:36]([CH3:37])[cH:38][cH:39][cH:40][cH:41]1>>[Br:1][c:2]1[cH:3][cH:4][c:5]([CH2:6][C:7]23[C:8](=[CH:9][CH2:10][CH2:11][CH2:12]2)[N:17]([c:18]2[cH:19][c:20]([Cl:25])[cH:21][c:22]([Cl:24])[cH:23]2)[C:15](=[O:16])[NH:14]3)[cH:26][cH:27]1. Starting materials: C(#N)C(C(=O)OCC)=C1CCC(CC1)\C=C\CCC (ethyl cyano-[4-(1E-pentenyl)cyclohexylidene]acetate), [BH4-].[Na+] (sodium borohydride). Run in O (water), C(C)O (ethanol), C(C)O (ethanol). Conditions: temperature 5 celsius, time 45 minute. Product: C(#N)C(C(=O)OCC)[C@@H]1CC[C@H](CC1)\C=C\CCC (ethyl cyano-[trans-4-(1E-pentenyl)cyclohexyl]acetate). Yield: 20.0%. RXN SMILES: [C:1]([C:3](=[C:9]1[CH2:14][CH2:13][CH:12](/[CH:15]=[CH:16]/[CH2:17][CH2:18][CH3:19])[CH2:11][CH2:10]1)[C:4]([O:6][CH2:7][CH3:8])=[O:5])#[N:2].[BH4-].[Na+]>C(O)C.O>[C:1]([CH:3]([C@H:9]1[CH2:14][CH2:13][C@H:12](/[CH:15]=[CH:16]/[CH2:17][CH2:18][CH3:19])[CH2:11][CH2:10]1)[C:4]([O:6][CH2:7][CH3:8])=[O:5])#[N:2] |f:1.2|. Reported procedure: A solution of 46.0 g of ethyl cyano-[4-(1E-pentenyl)cyclohexylidene]acetate in 120 ml of ethanol is added dropwise at 5°-10° C. within 40 minutes to a mixture of 6.7 g of sodium borohydride and 120 ml of ethanol. The reaction mixture is stirred at 5° C. for 45 minutes, then diluted with 750 ml of water and extracted with three 250 ml portions of diethyl ether. The extract is washed neutral with water, dried over sodium sulphate and concentrated. There is obtained crude ethyl cyano-[trans-4-(1E-p... Reactants: O1C=CC=C1 (furan), C(CCC)[Li] (n-butyllithium), O1C(=CC=C1)[Zn] (furyl zinc), BrC1=CC=CC=C1 (bromobenzene). Reagents/catalysts: [Cl-].[Zn+2].[Cl-] (zinc chloride), C=1C=CC(=CC1)[P](C=2C=CC=CC2)(C=3C=CC=CC3)[Pd]([P](C=4C=CC=CC4)(C=5C=CC=CC5)C=6C=CC=CC6)([P](C=7C=CC=CC7)(C=8C=CC=CC8)C=9C=CC=CC9)[P](C=1C=CC=CC1)(C=1C=CC=CC1)C=1C=CC=CC1 (tetrakis(triphenylphosphine)palladium(0)). Run in C1CCOC1 (THF), C1CCOC1 (THF), C1CCOC1 (THF). Run at temperature 50 celsius, time 3 hour. The product is C1(=CC=CC=C1)C=1OC=CC1 (2-phenylfuran). Yield: 83.9%. As a reaction SMILES: [O:1]1[CH:5]=[CH:4][CH:3]=[CH:2]1.C([Li])CCC.Br[C:12]1[CH:17]=[CH:16][CH:15]=[CH:14][CH:13]=1.O1C=CC=C1[Zn]>C1COCC1.[Cl-].[Zn+2].[Cl-].C1C=CC([P]([Pd]([P](C2C=CC=CC=2)(C2C=CC=CC=2)C2C=CC=CC=2)([P](C2C=CC=CC=2)(C2C=CC=CC=2)C2C=CC=CC=2)[P](C2C=CC=CC=2)(C2C=CC=CC=2)C2C=CC=CC=2)(C2C=CC=CC=2)C2C=CC=CC=2)=CC=1>[C:12]1([C:2]2[O:1][CH:5]=[CH:4][CH:3]=2)[CH:17]=[CH:16][CH:15]=[CH:14][CH:13]=1 |f:5.6.7,^1:35,37,56,75|. Reported procedure: To a 0° C. solution of furan (10.2 g, 0.15 mol) in 100 mL of THF was added 2.5 M n-butyllithium (60 mL, 0.15 mol). The solution was stirred 3 h and the suspension was then added to a solution of zinc chloride (20 g, 0.15 mol) in 100 mL of THF at room temperature and stirred 1 h. In another flask bromobenzene (10.5 mL, 0.10 mol) was added to a solution of tetrakis(triphenylphosphine)palladium(0) (0.57 g, catalytic) in 300 ml THF and to this mixture was added the furyl zinc solution via cannula. T...